From a dataset of the Open Reaction Database (ORD), a public repository of structured organic reaction records. describe an organic reaction: reactants, conditions, products, and yield The reactants are CC(C)(OC(=O)[C@@H](CCN1C(C=2C=C3C(=CC2C1=O)C=CC=C3)=O)N[C@@H](CC(C)C)C(=O)O)C (N-[(R)-1-[(1,1-dimethylethoxy)carbonyl]-3-(1,3-dihydro-1,3-dioxo-2H-benz[f]isoindol-2-yl)propyl]-L-leucine), C1(CCCCC1)N=C=NC1CCCCC1 (dicyclohexylcarbodiimide), N-methyl-4-morpholine, OC1=CC=CC=2NN=NC21 (hydroxybenzotriazol), NCCC1=CC=C(C=C1)S(=O)(=O)N (4-aminoethylbenzenesulfonamide). Solvent: CN(C)C=O (DMF), O (H2O), ClCCl (dichloromethane). Run at time 72 hour. Yields the product CC(C)(C)OC([C@@H](CCN1C(C=2C=C3C(=CC2C1=O)C=CC=C3)=O)N[C@@H](CC(C)C)C(=O)NCC3=CC=C(C=C3)S(N)(=O)=O)=O (4-(1,3-Dihydro-1,3-dioxo-2H-benz[f]isoindol-2-yl)-2-(R)-[[3-methyl-1-(S)-[[(4-sulfamoyl-benzyl)amino]carbonyl]butyl]amino]-butanoic acid-1,1-dimethylethyl ester). Reaction SMILES: [CH3:1][C:2]([CH3:34])([O:4][C:5]([C@H:7]([NH:25][C@H:26]([C:31]([OH:33])=O)[CH2:27][CH:28]([CH3:30])[CH3:29])[CH2:8][CH2:9][N:10]1[C:18](=[O:19])[C:17]2[CH:16]=[C:15]3[CH:20]=[CH:21][CH:22]=[CH:23][C:14]3=[CH:13][C:12]=2[C:11]1=[O:24])=[O:6])[CH3:3].OC1C2N=N[NH:41]C=2C=CC=1.NC[CH2:47][C:48]1[CH:53]=[CH:52][C:51]([S:54]([NH2:57])(=[O:56])=[O:55])=[CH:50][CH:49]=1.C1(N=C=NC2CCCCC2)CCCCC1>ClCCl.O.CN(C=O)C>[CH3:3][C:2]([O:4][C:5](=[O:6])[C@H:7]([NH:25][C@H:26]([C:31]([NH:41][CH2:47][C:48]1[CH:53]=[CH:52][C:51]([S:54](=[O:56])(=[O:55])[NH2:57])=[CH:50][CH:49]=1)=[O:33])[CH2:27][CH:28]([CH3:29])[CH3:30])[CH2:8][CH2:9][N:10]1[C:11](=[O:24])[C:12]2[CH:13]=[C:14]3[CH:23]=[CH:22][CH:21]=[CH:20][C:15]3=[CH:16][C:17]=2[C:18]1=[O:19])([CH3:34])[CH3:1]. Procedure: 100 mg of N-[(R)-1-[(1,1-dimethylethoxy)carbonyl]-3-(1,3-dihydro-1,3-dioxo-2H-benz[f]isoindol-2-yl)propyl]-L-leucine, prepared as in Example L, was added to 0.8 mL DMF. 39 mg of hydroxybenzotriazol.H2O was added to the mixture followed by 57 mg of 4-aminoethylbenzenesulfonamide, 0.03 mL of N-methyl-4-morpholine, and 53 mg of dicyclohexylcarbodiimide. The mixture was stirred 72 h, and diluted with dichloromethane. The solvents were removed by evaporation and the resulting solid was purified by re... Starting materials: CCN1CCOCC1, CCN=C=NCCCN(C)C, CN1C(=O)NCC1C(=O)OC(C)(C)C, CN1C(=O)NCC1C(=O)O, ClCCl, Cl, NCc1cccc(C(F)(F)F)c1F, O=C(O)C1CNC(=O)N1C(=O)OCc1ccccc1, O, On1nnc2ccccc21. The product is CN1C(=O)NCC1C(=O)NCc1cccc(C(F)(F)F)c1F. Reaction SMILES: [CH2:44]([N:45]1[CH2:46][CH2:47][O:48][CH2:49][CH2:50]1)[CH3:51].[CH2:64]([N:65]=[C:66]=[N:67][CH2:68][CH2:69][CH2:70][N:71]([CH3:72])[CH3:73])[CH3:74].[CH3:11][N:12]1[CH:13]([C:14]([O:15][C:16]([CH3:17])([CH3:18])[CH3:19])=[O:20])[CH2:21][NH:22][C:23]1=[O:24].[CH3:1][N:2]1[C:3](=[O:10])[NH:4][CH2:5][CH:6]1[C:7](=[O:8])[OH:9].[Cl:88][CH2:89][Cl:90].[ClH:63].[F:75][c:76]1[c:77]([CH2:86][NH2:87])[cH:78][cH:79][cH:80][c:81]1[C:82]([F:83])([F:84])[F:85].[O:25]=[C:26]1[N:27]([C:28]([O:29][CH2:30][c:31]2[cH:32][cH:33][cH:34][cH:35][cH:36]2)=[O:37])[CH:38]([C:39]([OH:40])=[O:41])[CH2:42][NH:43]1.[OH2:52].[OH:53][n:54]1[c:55]2[cH:56][cH:57][cH:58][cH:59][c:60]2[n:61][n:62]1>>[CH3:1][N:2]1[C:3](=[O:10])[NH:4][CH2:5][CH:6]1[C:7](=[O:9])[NH:87][CH2:86][c:77]1[c:76]([F:75])[c:81]([C:82]([F:83])([F:84])[F:85])[cH:80][cH:79][cH:78]1. Reactants: BrC(CC)O (bromopropanol), Cl (HCl), [H-].[Na+] (sodium hydride), C12(CC3CC(CC(C1)C3)C2)C=2C=C(C=CC2O)C=2C=C3C=CC(=CC3=CC2)C(=O)OC (methyl 6-[3-(1-adamantyl)-4-hydroxyphenyl]-2-naphthoate). Solvent: CN(C)C=O (DMF), O (water). Run at time 30 minute. Product: C12(CC3CC(CC(C1)C3)C2)C=2C=C(C=CC2OCCCO)C=2C=C3C=CC(=CC3=CC2)C(=O)OC (Methyl 6-[3-(1-adamantyl)-4-(3-hydroxypropyloxy)phenyl]-2-naphthoate). RXN SMILES: [H-].[Na+].[C:3]12([C:13]3[CH:14]=[C:15]([C:20]4[CH:21]=[C:22]5[C:27](=[CH:28][CH:29]=4)[CH:26]=[C:25]([C:30]([O:32][CH3:33])=[O:31])[CH:24]=[CH:23]5)[CH:16]=[CH:17][C:18]=3[OH:19])[CH2:12][CH:7]3[CH2:8][CH:9]([CH2:11][CH:5]([CH2:6]3)[CH2:4]1)[CH2:10]2.Br[CH:35]([OH:38])[CH2:36][CH3:37].Cl>CN(C=O)C.O>[C:3]12([C:13]3[CH:14]=[C:15]([C:20]4[CH:21]=[C:22]5[C:27](=[CH:28][CH:29]=4)[CH:26]=[C:25]([C:30]([O:32][CH3:33])=[O:31])[CH:24]=[CH:23]5)[CH:16]=[CH:17][C:18]=3[O:19][CH2:37][CH2:36][CH2:35][OH:38])[CH2:10][CH:9]3[CH2:11][CH:5]([CH2:6][CH:7]([CH2:8]3)[CH2:12]1)[CH2:4]2 |f:0.1|. Reported procedure: 77 mg (2.55 retool) of 80% sodium hydride in oil are added to 1 g (2.42 mmol) of methyl 6-[3-(1-adamantyl)-4-hydroxyphenyl]-2-naphthoate in solution in 10 ml of DMF. After 1 h 30 min of stirring, 230 ml (2.42 mmol) of bromopropanol are added to this reaction medium which is left stirring for 12 hours at room temperature, under nitrogen. The reaction medium is poured into water, acidified to pH=1 with concentrated HCl and extracted with ethyl acetate. The organic phase is washed with water, dried... Starting materials: FC(C=1C=C(C=CC1)C1C(NC2=C(S1)C=CC1=CC=CC=C12)=O)(F)F (3-(3-trifluoromethylphenyl)-1H-naphtho[2,1-b][1,4]thiazin-2(3H)-one), C([O-])([O-])=O.[K+].[K+] (potassium carbonate), Cl.CN(CCCCl)C (3-(dimethylamino)propyl chloride hydrochloride), CC(=O)C (acetone). Run in O (water). Product: CN(CCCN1C2=C(SC(C1=O)C1=CC(=CC=C1)C(F)(F)F)C=CC1=CC=CC=C12)C (1-[3-(dimethylamino)-propyl]-3-(3-trifluoromethylphenyl)-1H-naphtho[2,1-b][1,4]-thiazin-2(3H)-one). RXN SMILES: [F:1][C:2]([F:25])([F:24])[C:3]1[CH:4]=[C:5]([CH:9]2[S:14][C:13]3[CH:15]=[CH:16][C:17]4[C:22]([C:12]=3[NH:11][C:10]2=[O:23])=[CH:21][CH:20]=[CH:19][CH:18]=4)[CH:6]=[CH:7][CH:8]=1.C(=O)([O-])[O-].[K+].[K+].Cl.[CH3:33][N:34]([CH3:39])[CH2:35][CH2:36][CH2:37]Cl.CC(C)=O>O>[CH3:33][N:34]([CH3:39])[CH2:35][CH2:36][CH2:37][N:11]1[C:10](=[O:23])[CH:9]([C:5]2[CH:6]=[CH:7][CH:8]=[C:3]([C:2]([F:1])([F:24])[F:25])[CH:4]=2)[S:14][C:13]2[CH:15]=[CH:16][C:17]3[C:22]([C:12]1=2)=[CH:21][CH:20]=[CH:19][CH:18]=3 |f:1.2.3,4.5|. Procedure details: A mixture of 3-(3-trifluoromethylphenyl)-1H-naphtho[2,1-b][1,4]thiazin-2(3H)-one (18.0 g), potassium carbonate (24.2 g), 3-(dimethylamino)propyl chloride hydrochloride (9.5 g), acetone (400 ml) and water (4 ml) is refluxed for 48 hours. The insoluble materials are filtered off and acetone is distilled off, and to the residue are added ethanol (200 ml) and 10 % hydrochloric acid (100 ml), and the mixture is refluxed for one hour. After ethanol is distilled off and the insoluble materials are filt... Reactants: solution, C1(=CC=CC=C1)C (toluene), CC1=C(C=CC(=C1)C(CCCC1=CC=CC=C1)O)OC (2-methyl-4-(1-hydroxy-4-phenyl-1-butyl) anisole), 3h. The reagents and catalysts are [Ti](Cl)(Cl)(Cl)Cl (titanium tetrachloride). Solvent: C(Cl)Cl (methylene chloride). Run at time 5 minute. Yields the product CC1=C(C=CC(=C1)C1CCCC2=CC=CC=C12)OC (2-methyl-4-(1-tetralinyl) anisole). The yield is 52.7%. As a reaction SMILES: C1(C)C=CC=CC=1.[CH3:8][C:9]1[CH:14]=[C:13]([CH:15](O)[CH2:16][CH2:17][CH2:18][C:19]2[CH:24]=[CH:23][CH:22]=[CH:21][CH:20]=2)[CH:12]=[CH:11][C:10]=1[O:26][CH3:27]>C(Cl)Cl.[Ti](Cl)(Cl)(Cl)Cl>[CH3:8][C:9]1[CH:14]=[C:13]([CH:15]2[C:24]3[C:19](=[CH:20][CH:21]=[CH:22][CH:23]=3)[CH2:18][CH2:17][CH2:16]2)[CH:12]=[CH:11][C:10]=1[O:26][CH3:27]. Procedure: A 1M solution of titanium tetrachloride in toluene (74.1 mL, 74.1 mmol) was added dropwise to a solution of 2-methyl-4-(1-hydroxy-4-phenyl-1-butyl) anisole (5.0 g, 18.5 mmol) in methylene chloride. The mixture was stirred at room temperature for 3h, then the reaction was quenched by pouring into excess aqueous saturated sodium bicarbonate. After stirring for 5 min the mixture was extracted with ether, and the organic phase was dried over magnesium sulfate, concentrated, and purified by chromatog... As a reaction SMILES: [Cl-:20].[ClH:19].[NH2:1][c:2]1[c:3]([N+:16]([O-:17])=[O:18])[cH:4][cH:5][c:6]([O:8][c:9]2[cH:10][cH:11][c:12]([Cl:15])[cH:13][cH:14]2)[cH:7]1>>[NH2:1][c:2]1[c:3]([NH2:16])[cH:4][cH:5][c:6]([O:8][c:9]2[cH:10][cH:11][c:12]([Cl:15])[cH:13][cH:14]2)[cH:7]1. Yields the product Nc1ccc(Oc2ccc(Cl)cc2)cc1N. Reactants: [Cl-], Cl, Nc1cc(Oc2ccc(Cl)cc2)ccc1[N+](=O)[O-]. Reaction SMILES: [O:1]=[C:2]([CH2:6][CH3:7])[C:3]([OH:5])=[O:4].O.[C:9]1(C)C=CC(S(O)(=O)=O)=C[CH:10]=1>C(O)C>[CH2:9]([O:4][C:3](=[O:5])[C:2](=[O:1])[CH2:6][CH3:7])[CH3:10] |f:1.2|. The yield is 16662.4%. Procedure: 2-Oxo-butyric acid (10.0 g, 97.2 mmol) was dissolved in ethanol (100 mL) and p-toluene sulfonic acid mono hydrate (0.1 g) was added. The reaction mixture was heated to reflux for 48 h. After cooling the reaction mixture to room temperature, the ethanol was removed under reduced pressure to give 11.4 g of 2-oxo-butyric acid ethyl ester. Solvent: C(C)O (ethanol). The reactants are O=C(C(=O)O)CC (2-Oxo-butyric acid), O.C1(=CC=C(C=C1)S(=O)(=O)O)C (p-toluene sulfonic acid mono hydrate). Product: C(C)OC(C(CC)=O)=O (2-oxo-butyric acid ethyl ester).